Dataset: the Open Reaction Database (ORD), a public repository of structured organic reaction records. Task: describe an organic reaction: reactants, conditions, products, and yield Starting materials: C(CC(O)(P(=O)(O)O)P(=O)(O)[O-])CN.O.O.O.[Na+] (alendronate sodium trihydrate). Run in C(C)O (ethanol). Run at time 15 hour. Yields the product C(CC(O)(P(=O)(O)O)P(=O)(O)[O-])CN.[Na+] (alendronate sodium). Isolated yield 107.8%. Reaction SMILES: [CH2:1]([CH2:13][NH2:14])[CH2:2][C:3]([P:9]([O-:12])([OH:11])=[O:10])([P:5]([OH:8])([OH:7])=[O:6])[OH:4].O.O.O.[Na+:18]>C(O)C>[CH2:1]([CH2:13][NH2:14])[CH2:2][C:3]([P:5]([O-:7])([OH:8])=[O:6])([P:9]([OH:12])([OH:11])=[O:10])[OH:4].[Na+:18] |f:0.1.2.3.4,6.7|. Procedure details: A suspension of alendronate sodium trihydrate 1.0 g (3.08 mmol) in aqueous ethanol (10 ml of ethanol+1.9 ml of water) was boiled at reflux with stirring for 15 hrs. After cooling to ambient temperature the solid was filtered, washed with absolute ethanol and ether, and dried overnight in a vacuum oven (10-15 mm Hg, ambient temperature) to give 0.9 g of alendronate sodium, containing crystal form G. Reactants: C(C1=CC=CC=C1)(=O)Cl (benzoyl chloride), COCCN(CCOC)S(F)(F)F (bis(methoxyethyl)aminosulfur trifluoride). Run in C(Cl)Cl (CH2Cl2). Conditions: time 16 hour. Yields the product C(C1=CC=CC=C1)(=O)F (benzoyl fluoride). Yield: 99.9%. Reaction SMILES: [C:1](Cl)(=[O:8])[C:2]1[CH:7]=[CH:6][CH:5]=[CH:4][CH:3]=1.COCCN(S(F)(F)[F:20])CCOC>C(Cl)Cl>[C:1]([F:20])(=[O:8])[C:2]1[CH:7]=[CH:6][CH:5]=[CH:4][CH:3]=1. Reported procedure: A solution of benzoyl chloride (141 mg, 1 mmol) in CH2Cl2 (5.0 mL) was added to bis(methoxyethyl)aminosulfur trifluoride (567 mg, 3.0 mmol ) under N2 and stirred for 16 h at room temperature. After work-up as above benzoyl fluoride (124 mg, quantitative yield) was obtained. The product was identified by g.c.m.s. M+=124 Procedure details: 4-(2-Hydroxyethylthiomethyl)pyridine (1.0 g.) was refluxed with 10 ml. of acetic anhydride for 3 hours. After standing overnight at room temperature, the acetic anhydride was evaporated in vacuo, the residue diluted with 10 ml. of water, made basic with sodium bicarbonate, and the product extracted into chloroform (four times 50 ml.). The chloroform was carbon treated, dried and concentrated to an oil (1.47 g.). The oil was chromatographed on 60 g. of silica gel with 5% methanol/chloroform as el... Reaction SMILES: [OH:1][CH2:2][CH2:3][S:4][CH2:5][C:6]1[CH:11]=[CH:10][N:9]=[CH:8][CH:7]=1.[C:12](OC(=O)C)(=[O:14])[CH3:13]>>[C:12]([O:1][CH2:2][CH2:3][S:4][CH2:5][C:6]1[CH:7]=[CH:8][N:9]=[CH:10][CH:11]=1)(=[O:14])[CH3:13]. Reaction conditions: time 8 hour. Product: C(C)(=O)OCCSCC1=CC=NC=C1 (4-(2-acetoxyethylthiomethyl)pyridine). Starting materials: OCCSCC1=CC=NC=C1 (4-(2-Hydroxyethylthiomethyl)pyridine), C(C)(=O)OC(C)=O (acetic anhydride). The reactants are CC(C)(C)[O-], CC(COS(C)(=O)=O)OC1CCCCO1, Cn1ccc(Nc2ncnc3ccc(Oc4ccc(O)cn4)cc23)n1, CS(C)=O, Cl, [K+], O. The product is CC(COc1ccc(Oc2ccc3ncnc(Nc4ccn(C)n4)c3c2)nc1)OC1CCCCO1. As a reaction SMILES: [CH3:16][C:17]([CH3:18])([O-:19])[CH3:20].[CH3:1][S:2](=[O:3])(=[O:4])[O:5][CH2:6][CH:7]([CH3:8])[O:9][CH:10]1[O:11][CH2:12][CH2:13][CH2:14][CH2:15]1.[CH3:22][n:23]1[n:24][c:25]([NH:28][c:29]2[n:30][cH:31][n:32][c:33]3[cH:34][cH:35][c:36]([O:39][c:40]4[cH:41][cH:42][c:43]([OH:46])[cH:44][n:45]4)[cH:37][c:38]23)[cH:26][cH:27]1.[CH3:49][S:50](=[O:51])[CH3:52].[ClH:47].[K+:21].[OH2:48]>>[O:5]([CH2:6][CH:7]([CH3:8])[O:9][CH:10]1[O:11][CH2:12][CH2:13][CH2:14][CH2:15]1)[c:43]1[cH:42][cH:41][c:40]([O:39][c:36]2[cH:35][cH:34][c:33]3[n:32][cH:31][n:30][c:29]([NH:28][c:25]4[n:24][n:23]([CH3:22])[cH:27][cH:26]4)[c:38]3[cH:37]2)[n:45][cH:44]1. Starting materials: C(CCC)NC (N-n-butylmethylamine), C=C1CC(=O)O1 (diketene). Solvent: CO (MeOH). Reaction conditions: temperature 0 celsius, time 6 hour. Product: C(CCC)N(C(CC(C)=O)=O)C (N-butyl-N-methyl-3-oxobutaneamide). Yield: 56.5%. RXN SMILES: [CH2:1]([NH:5][CH3:6])[CH2:2][CH2:3][CH3:4].[CH2:7]=[C:8]1[O:12][C:10](=[O:11])[CH2:9]1>CO>[CH2:1]([N:5]([CH3:6])[C:10](=[O:11])[CH2:9][C:8](=[O:12])[CH3:7])[CH2:2][CH2:3][CH3:4]. Procedure details: 14.1 ml (0.12 mol) N-n-butylmethylamine was added dropwise to a solution of 10.00 g (0.12 mol) diketene in 500 ml MeOH at 0° C. After stirring for 6 hours at 0° C., no starting material was detected anymore by thin-layer chromatography. The reaction mixture was spun off and the residue was purified by means of column chromatography. 11.61 g of product was obtained as a slightly yellow oil. Starting materials: Cc1ccccc1, O=C(Cl)OC(Cl)(Cl)Cl, CC(C)(C)OC(=O)CSc1cccc(N)c1. As a reaction SMILES: [CH3:25][c:26]1[cH:27][cH:28][cH:29][cH:30][cH:31]1.[Cl:17][C:18](=[O:19])[O:20][C:21]([Cl:22])([Cl:23])[Cl:24].[NH2:1][c:2]1[cH:3][c:4]([S:8][CH2:9][C:10](=[O:11])[O:12][C:13]([CH3:14])([CH3:15])[CH3:16])[cH:5][cH:6][cH:7]1>>[N:1]([c:2]1[cH:3][c:4]([S:8][CH2:9][C:10](=[O:11])[O:12][C:13]([CH3:14])([CH3:15])[CH3:16])[cH:5][cH:6][cH:7]1)=[C:18]=[O:19]. Yields the product CC(C)(C)OC(=O)CSc1cccc(N=C=O)c1. The reactants are CCCCN, CCCCCC, CCO, O=C1Nc2ccccc2C1=Cc1ccc[nH]1. Yields the product CCCCNCN1C(=O)C(=Cc2ccc[nH]2)c2ccccc21. Reaction SMILES: [CH2:17]([CH2:18][CH2:19][CH3:20])[NH2:21].[CH3:22][CH2:23][CH2:24][CH2:25][CH2:26][CH3:27].[CH3:28][CH2:29][OH:30].[nH:1]1[c:2]([CH:6]=[C:7]2[C:8](=[O:16])[NH:9][c:10]3[cH:11][cH:12][cH:13][cH:14][c:15]32)[cH:3][cH:4][cH:5]1>>[nH:1]1[c:2]([CH:6]=[C:7]2[C:8](=[O:16])[N:9]([CH2:22][NH:21][CH2:17][CH2:18][CH2:19][CH3:20])[c:10]3[cH:11][cH:12][cH:13][cH:14][c:15]32)[cH:3][cH:4][cH:5]1.